This data is from the Open Reaction Database (ORD), a public repository of structured organic reaction records. The task is: describe an organic reaction: reactants, conditions, products, and yield Starting materials: CC(=CC(=O)NC(C)(C)C)OC(=O)c1cc(S(C)(=O)=O)c(Cl)cc1NCc1ccco1, CC#N, NCCN1CCOCC1. The product is CS(=O)(=O)c1cc(C(=O)NCCN2CCOCC2)c(NCc2ccco2)cc1Cl. RXN SMILES: [C:1]([NH:2][C:3](=[O:4])[CH:5]=[C:6]([O:7][C:11]([c:12]1[c:13]([NH:23][CH2:24][c:25]2[cH:26][cH:27][cH:28][o:29]2)[cH:14][c:15]([Cl:22])[c:16]([S:18](=[O:19])(=[O:20])[CH3:21])[cH:17]1)=[O:30])[CH3:8])([CH3:9])([CH3:10])[CH3:31].[CH3:41][C:42]#[N:43].[NH2:32][CH2:33][CH2:34][N:35]1[CH2:36][CH2:37][O:38][CH2:39][CH2:40]1>>[C:11]([c:12]1[c:13]([NH:23][CH2:24][c:25]2[cH:26][cH:27][cH:28][o:29]2)[cH:14][c:15]([Cl:22])[c:16]([S:18](=[O:19])(=[O:20])[CH3:21])[cH:17]1)(=[O:30])[NH:32][CH2:33][CH2:34][N:35]1[CH2:36][CH2:37][O:38][CH2:39][CH2:40]1. Reactants: NC1=C(C=C(C=C1)N1N=C(NC1=O)C=1C=C(CNC(=O)C2CC2)C=CC1Cl)OC (N-(3-(1-(4-amino-3-methoxyphenyl)-5-oxo-4,5-dihydro-1H-1,2,4-triazol-3-yl)-4-chlorobenzyl)cyclopropanecarboxamide), C1(CC1)C(=O)Cl (cyclopropylcarbonyl chloride), CCN(C(C)C)C(C)C (DIPEA). The solvent is C1CCOC1 (THF). Product: ClC1=C(C=C(CNC(=O)C2CC2)C=C1)C1=NN(C(N1)=O)C1=CC(=C(C=C1)NC(=O)C1CC1)OC (N-(4-Chloro-3-(1-(4-(cyclopropanecarboxamido)-3-methoxyphenyl)-5-oxo-4,5-dihydro-1H-1,2,4-triazol-3-yl)benzyl)cyclopropanecarboxamide). Isolated yield 25.9%. As a reaction SMILES: [NH2:1][C:2]1[CH:7]=[CH:6][C:5]([N:8]2[C:12](=[O:13])[NH:11][C:10]([C:14]3[CH:15]=[C:16]([CH:24]=[CH:25][C:26]=3[Cl:27])[CH2:17][NH:18][C:19]([CH:21]3[CH2:23][CH2:22]3)=[O:20])=[N:9]2)=[CH:4][C:3]=1[O:28][CH3:29].[CH:30]1([C:33](Cl)=[O:34])[CH2:32][CH2:31]1.CCN(C(C)C)C(C)C>C1COCC1>[Cl:27][C:26]1[CH:25]=[CH:24][C:16]([CH2:17][NH:18][C:19]([CH:21]2[CH2:23][CH2:22]2)=[O:20])=[CH:15][C:14]=1[C:10]1[NH:11][C:12](=[O:13])[N:8]([C:5]2[CH:6]=[CH:7][C:2]([NH:1][C:33]([CH:30]3[CH2:32][CH2:31]3)=[O:34])=[C:3]([O:28][CH3:29])[CH:4]=2)[N:9]=1. Reported procedure: The title compound was prepared by following the procedure as described for step-2 of Intermediate-30 by using N-(3-(1-(4-amino-3-methoxyphenyl)-5-oxo-4,5-dihydro-1H-1,2,4-triazol-3-yl)-4-chlorobenzyl)cyclopropanecarboxamide (Intermediate-37, 0.050 g, 0.120 mmol), cyclopropylcarbonyl chloride (0.018 g, 0.180 mmol), DIPEA (2.0 mL) and THF (5 mL) to afford 0.015 g of desired product. 1H NMR (300 MHz, DMSO d6): δ 0.69 (s, 4H), 0.77 (s, 4H), 1.60 (m, 1H), 2.08 (m, 1H), 3.88 (s, 3H), 4.33 (d, J=5.4 H... Yield: 88.4%. Reaction conditions: temperature -78 celsius, time 1.5 hour. Solvent: C1CCOC1 (THF), CCCCCC (hexane). Procedure: 1-Methyl-1H-1,2,4-triazole (1.19 g) was dissolved in THF (15 ml) and cooled to −78° C. under nitrogen. A 1.6M solution of butyllithium in hexane (9.4 ml) was added dropwise. The solution was stirred for 1.5 h at −78° C., then the solution was treated with solid carbon dioxide (2 g). After 30 min at −78° C. the solution was allowed to warm to RT and stirred overnight. The reaction was quenched with water (1 ml) and the solvent was decanted off. To the residue was added ethyl acetate (20 ml) and w... The product is CN1N=CN=C1C(=O)O (1-Methyl-1H-1,2,4-triazole-5-carboxylic acid). Reactants: C(=O)=O (carbon dioxide), CN1N=CN=C1 (1-Methyl-1H-1,2,4-triazole), solution, C(CCC)[Li] (butyllithium). RXN SMILES: [CH3:1][N:2]1[CH:6]=[N:5][CH:4]=[N:3]1.C([Li])CCC.[C:12](=[O:14])=[O:13]>C1COCC1.CCCCCC>[CH3:1][N:2]1[C:6]([C:12]([OH:14])=[O:13])=[N:5][CH:4]=[N:3]1. Procedure: A mixture of 2.93 g. of 1-amino-3-(2-pyridylmethyl)guanidine hydriodide and 1.34 g. of 2,6-dimethylbenzaldehyde [G. Lock and K. Schmidt, J. Prakt. Chem., 140, 229 (1934)] is dissolved in 5 ml. of glacial acetic acid at 100° C. After 2 hours the solidified reaction is triturated with water and filtered. Crystallization from absolute ethanol gives the desired product as colorless needles, m.p. 184°-186° C. Solvent: C(C)(=O)O (acetic acid). Starting materials: I.NNC(=N)NCC1=NC=CC=C1 (1-amino-3-(2-pyridylmethyl)guanidine hydriodide), CC1=C(C=O)C(=CC=C1)C (2,6-dimethylbenzaldehyde). The product is I.CC1=C(C=NNC(=N)NCC2=NC=CC=C2)C(=CC=C1)C (1-(2,6-Dimethylbenzylideneamino)-3-(2-pyridylmethyl)guanidine hydriodide). Reaction SMILES: [IH:1].[NH2:2][NH:3][C:4]([NH:6][CH2:7][C:8]1[CH:13]=[CH:12][CH:11]=[CH:10][N:9]=1)=[NH:5].[CH3:14][C:15]1[CH:22]=[CH:21][CH:20]=[C:19]([CH3:23])[C:16]=1[CH:17]=O>C(O)(=O)C>[IH:1].[CH3:14][C:15]1[CH:22]=[CH:21][CH:20]=[C:19]([CH3:23])[C:16]=1[CH:17]=[N:2][NH:3][C:4]([NH:6][CH2:7][C:8]1[CH:13]=[CH:12][CH:11]=[CH:10][N:9]=1)=[NH:5] |f:0.1,4.5|. The reactants are ClC1=CC(=CC=C1)C(=O)OO (3-chloroperbenzoic acid), C(C)N.C1CCOC1 (ethylamine THF), CSC=1N=CC2=C(N3CCC[C@H]3CN(C2=O)CC2CCN(CC2)C(=O)OC(C)(C)C)N1 ((S)-9-methylthio-5-(1-tert-butoxycarbonylpiperidin-4-yl)methyl-1,2,3,3a,4,5-hexahydro-5,8,10,10b-tetraazabenzo[e]azulen-6-one), C([O-])(O)=O.[Na+] (sodium bicarbonate). Solvent: ClCCl (dichloromethane), C1CCOC1 (THF). Conditions: time 20 minute. Yields the product C(C)NC=1N=CC2=C(N3CCC[C@H]3CN(C2=O)CC2CCN(CC2)C(=O)OC(C)(C)C)N1 ((S)-9-Ethylamino-5-(1-tert-butoxycarbonylpiperidin-4-yl)methyl-1,2,3,3a,4,5-hexahydro-5,8,10,10b-tetraazabenzo[e]azulen-6-one). The yield is 83.8%. As a reaction SMILES: CS[C:3]1[N:4]=[CH:5][C:6]2[C:15](=[O:16])[N:14]([CH2:17][CH:18]3[CH2:23][CH2:22][N:21]([C:24]([O:26][C:27]([CH3:30])([CH3:29])[CH3:28])=[O:25])[CH2:20][CH2:19]3)[CH2:13][C@H:12]3[N:8]([CH2:9][CH2:10][CH2:11]3)[C:7]=2[N:31]=1.ClC1C=CC=C(C(OO)=O)C=1.C(=O)(O)[O-].[Na+].[CH2:48]([NH2:50])[CH3:49].C1COCC1>ClCCl.C1COCC1>[CH2:48]([NH:50][C:3]1[N:4]=[CH:5][C:6]2[C:15](=[O:16])[N:14]([CH2:17][CH:18]3[CH2:19][CH2:20][N:21]([C:24]([O:26][C:27]([CH3:29])([CH3:28])[CH3:30])=[O:25])[CH2:22][CH2:23]3)[CH2:13][C@H:12]3[N:8]([CH2:9][CH2:10][CH2:11]3)[C:7]=2[N:31]=1)[CH3:49] |f:2.3,4.5|. Procedure details: (S)-9-Methylthio-5-(1-tert-butoxycarbonylpiperidin-4-yl)methyl-1,2,3,3a,4,5-hexahydro-5,8,10,10b-tetraazabenzo[e]azulen-6-one (2.51 g, 5.61 mmol) obtained in Step 1 was dissolved in dichloromethane (40 mL), and the mixture was stirred at room temperature for 20 minutes after adding 3-chloroperbenzoic acid (65%; 1.94 g, 7.29 mmol). Thereafter, an aqueous sodium bicarbonate solution was added to the reaction mixture, and the mixture was extracted three times with chloroform. The organic layer was ... Reported procedure: LiAlH4 (1M in Et2O, 10 mL, 10 mmol) was slowly added to a solution of 3-(3,5-dichlorophenyl)-propionic acid (2.19 g, 10 mmol) in Et2O (50 mL). The reaction was heated at reflux for 2 h. The reaction was cooled to room temperature and 2 N NaOH (1 mL) and aqueous NH4Cl (satd., 3 mL) as room temperature and 2 N NaOH (1 mL) and aqueous NH4Cl (satd., 3 mL) as over MgSO4, filtered, and concentrated. The product was purified by flash chromatography (25% EtOAc/hexanes) to afford 3-(3,5-dichlorophenyl)-p... Reaction SMILES: [H-].[H-].[H-].[H-].[Li+].[Al+3].[Cl:7][C:8]1[CH:9]=[C:10]([CH2:15][CH2:16][C:17](O)=[O:18])[CH:11]=[C:12]([Cl:14])[CH:13]=1>CCOCC>[Cl:7][C:8]1[CH:9]=[C:10]([CH2:15][CH2:16][CH2:17][OH:18])[CH:11]=[C:12]([Cl:14])[CH:13]=1 |f:0.1.2.3.4.5|. The solvent is CCOCC (Et2O). Starting materials: [H-].[H-].[H-].[H-].[Li+].[Al+3] (LiAlH4), ClC=1C=C(C=C(C1)Cl)CCC(=O)O (3-(3,5-dichlorophenyl)-propionic acid). Product: ClC=1C=C(C=C(C1)Cl)CCCO (3-(3,5-dichlorophenyl)-propanol). The yield is 31.2%.